Dataset: the Open Reaction Database (ORD), a public repository of structured organic reaction records. Task: describe an organic reaction: reactants, conditions, products, and yield Starting materials: [OH-].[K+] (KOH), N1C=NC2=C1C=C(C=C2)N2C(C(=C(C2C2CCCCC2)C)O)=O (1-(1H-Benzo[d]imidazol-6-yl)-5-cyclohexyl-3-hydroxy-4-methyl-1H-pyrrol-2(5H)-one), CC1=CC=C(C=C1)S(=O)(=O)N(C)N=O (diazald), C(CO)O.CCOCC (ethylene glycol Et2O). The solvent is CO (MeOH). Yields the product N1C=NC2=C1C=C(C=C2)N2C(C(=C(C2C2CCCCC2)C)OC)=O (1-(1H-Benzo[d]imidazol-6-yl)-5-cyclohexyl-3-methoxy-4-methyl-1H-pyrrol-2(5H)-one). RXN SMILES: [OH-].[K+].[CH3:3]C1C=CC(S(N(N=O)C)(=O)=O)=CC=1.C(O)CO.CCOCC.[NH:26]1[C:30]2[CH:31]=[C:32]([N:35]3[CH:39]([CH:40]4[CH2:45][CH2:44][CH2:43][CH2:42][CH2:41]4)[C:38]([CH3:46])=[C:37]([OH:47])[C:36]3=[O:48])[CH:33]=[CH:34][C:29]=2[N:28]=[CH:27]1>CO>[NH:26]1[C:30]2[CH:31]=[C:32]([N:35]3[CH:39]([CH:40]4[CH2:45][CH2:44][CH2:43][CH2:42][CH2:41]4)[C:38]([CH3:46])=[C:37]([O:47][CH3:3])[C:36]3=[O:48])[CH:33]=[CH:34][C:29]=2[N:28]=[CH:27]1 |f:0.1,3.4|. Procedure: The compound was synthesized starting from KOH (15 eq in water), diazald (8 eq), ethylene glycol/Et2O (1/2 v/v, 30 ml), 1-(1H-Benzo[d]imidazol-6-yl)-5-cyclohexyl-3-hydroxy-4-methyl-1H-pyrrol-2(5H)-one (1.00 g, 3.22 mmol, 1 eq) and MeOH (10 ml); yield: 0.250 g (25%); MS m/z: 326.1 [M+H]+; 1H-NMR: (400 MHz, DMSO-D6) δ: 1.05 (d, 3H), 1.40 (d, 2H), 1.65-1.60 (m, 4H), 2.05 (s, 3H), 4.03 (s, 3H), 4.40 (s, 1H), 7.05 (s, 1H), 7.62 (s, 1H), 7.63 (s, 1H), 7.82 (s, 1H); HPLC (METHOD [A]): rt 11.25 min (98.... RXN SMILES: [CH3:18][OH:19].[ClH:17].[N:1](=[N+:2]=[N-:3])[CH2:4][C:5](=[O:6])[c:7]1[cH:8][c:9]2[c:10]([nH:11][c:12](=[O:14])[s:13]2)[cH:15][cH:16]1>>[ClH:17].[NH2:1][CH2:4][C:5](=[O:6])[c:7]1[cH:8][c:9]2[c:10]([nH:11][c:12](=[O:14])[s:13]2)[cH:15][cH:16]1. The reactants are CO, Cl, [N-]=[N+]=NCC(=O)c1ccc2[nH]c(=O)sc2c1. The product is Cl, NCC(=O)c1ccc2[nH]c(=O)sc2c1.